This data is from the Open Reaction Database (ORD), a public repository of structured organic reaction records. The task is: describe an organic reaction: reactants, conditions, products, and yield The product is COc1ccc(CNc2nc(Nc3ccccc3)nc(NC3CCCCC3)n2)cc1. The reactants are COc1ccc(CN)cc1, COc1ccc(CNc2nc(Nc3ccccc3OC)nc(NC3CCCCC3)n2)cc1. RXN SMILES: [CH3:1][O:2][c:3]1[cH:4][cH:5][c:6]([CH2:7][NH2:8])[cH:9][cH:10]1.[CH:11]1([NH:17][c:18]2[n:19][c:20]([NH:34][c:35]3[c:36]([O:41][CH3:42])[cH:37][cH:38][cH:39][cH:40]3)[n:21][c:22]([NH:24][CH2:25][c:26]3[cH:27][cH:28][c:29]([O:32][CH3:33])[cH:30][cH:31]3)[n:23]2)[CH2:12][CH2:13][CH2:14][CH2:15][CH2:16]1>>[CH:11]1([NH:17][c:18]2[n:19][c:20]([NH:34][c:35]3[cH:36][cH:37][cH:38][cH:39][cH:40]3)[n:21][c:22]([NH:24][CH2:25][c:26]3[cH:27][cH:28][c:29]([O:32][CH3:33])[cH:30][cH:31]3)[n:23]2)[CH2:12][CH2:13][CH2:14][CH2:15][CH2:16]1. Starting materials: C1CCOC1, C#CC(C)(C)C, CC(C)NC(C)C, [Cu]I, NC1=NC2(CO1)c1cc(O)ccc1Oc1ncc(Br)cc12, c1ccc(P(c2ccccc2)(c2ccccc2)[Pd](P(c2ccccc2)(c2ccccc2)c2ccccc2)(P(c2ccccc2)(c2ccccc2)c2ccccc2)P(c2ccccc2)(c2ccccc2)c2ccccc2)cc1. Yields the product CC(C)(C)C#Cc1cnc2c(c1)C1(COC(N)=N1)c1cc(O)ccc1O2. As a reaction SMILES: [CH2:114]1[O:115][CH2:116][CH2:117][CH2:118]1.[CH3:29][C:30]([C:31]#[CH:32])([CH3:33])[CH3:34].[CH:22]([NH:23][CH:24]([CH3:25])[CH3:26])([CH3:27])[CH3:28].[Cu:112][I:113].[NH2:1][C:2]1=[N:21][C:5]2([CH2:4][O:3]1)[c:6]1[cH:7][c:8]([OH:20])[cH:9][cH:10][c:11]1[O:12][c:13]1[n:14][cH:15][c:16]([Br:19])[cH:17][c:18]12.[cH:35]1[cH:36][cH:37][c:38]([P:39]([Pd:40]([P:41]([c:42]2[cH:43][cH:44][cH:45][cH:46][cH:47]2)([c:48]2[cH:49][cH:50][cH:51][cH:52][cH:53]2)[c:54]2[cH:55][cH:56][cH:57][cH:58][cH:59]2)([P:60]([c:61]2[cH:62][cH:63][cH:64][cH:65][cH:66]2)([c:67]2[cH:68][cH:69][cH:70][cH:71][cH:72]2)[c:73]2[cH:74][cH:75][cH:76][cH:77][cH:78]2)[P:79]([c:80]2[cH:81][cH:82][cH:83][cH:84][cH:85]2)([c:86]2[cH:87][cH:88][cH:89][cH:90][cH:91]2)[c:92]2[cH:93][cH:94][cH:95][cH:96][cH:97]2)([c:98]2[cH:99][cH:100][cH:101][cH:102][cH:103]2)[c:104]2[cH:105][cH:106][cH:107][cH:108][cH:109]2)[cH:110][cH:111]1>>[NH2:1][C:2]1=[N:21][C:5]2([CH2:4][O:3]1)[c:6]1[cH:7][c:8]([OH:20])[cH:9][cH:10][c:11]1[O:12][c:13]1[n:14][cH:15][c:16]([C:32]#[C:31][C:30]([CH3:29])([CH3:33])[CH3:34])[cH:17][c:18]12. The reactants are Cc1ccc2c(n1)CC(c1ccccc1C)CC2=O, CCO, Cl, Cl, N=C(N)NN, O. As a reaction SMILES: [CH3:1][c:2]1[n:3][c:4]2[c:9]([cH:10][cH:11]1)[C:8](=[O:12])[CH2:7][CH:6]([c:13]1[c:14]([CH3:19])[cH:15][cH:16][cH:17][cH:18]1)[CH2:5]2.[CH3:28][CH2:29][OH:30].[ClH:20].[ClH:26].[NH2:21][NH:22][C:23](=[NH:24])[NH2:25].[OH2:27]>>[CH3:1][c:2]1[n:3][c:4]2[c:9]([cH:10][cH:11]1)[C:8](=[N:21][NH:22][C:23](=[NH:24])[NH2:25])[CH2:7][CH:6]([c:13]1[c:14]([CH3:19])[cH:15][cH:16][cH:17][cH:18]1)[CH2:5]2.[ClH:20]. Yields the product Cc1ccc2c(n1)CC(c1ccccc1C)CC2=NNC(=N)N, Cl. Starting materials: C(C)(C)(C)OC(=O)N1C[C@H]([C@@H](C1)CN(C(C1=CC(=C(C=C1)OC)OCCCOC)=O)C(C)C)C=O ((3S*,4R*)-3-formyl-4-({isopropyl-[4-methoxy-3-(3-methoxy-propoxy)-benzoyl]-amino}-methyl)-pyrrolidine-1-carboxylic acid tert-butyl ester), solution, C(C)N (ethylamine), CO (MeOH), [BH4-].[Na+] (NaBH4). Solvent: C(Cl)Cl.CO (CH2Cl2 MeOH), C(Cl)Cl.CO (CH2Cl2 MeOH), O (H2O), CC#N (CH3CN), CC#N (CH3CN), CC#N.O (CH3CN H2O). Yields the product C(C)NC[C@H]1[C@@H](CNC1)CN(C(C1=CC(=C(C=C1)OC)OCCCOC)=O)C(C)C (N-((3S*,4R*)-4-Ethylaminomethyl-pyrrolidin-3-ylmethyl)-N-isopropyl4-methoxy-3-(3-methoxy-propoxy)-benzamide). RXN SMILES: C(OC([N:8]1[CH2:12][C@@H:11]([CH2:13][N:14]([CH:31]([CH3:33])[CH3:32])[C:15](=[O:30])[C:16]2[CH:21]=[CH:20][C:19]([O:22][CH3:23])=[C:18]([O:24][CH2:25][CH2:26][CH2:27][O:28][CH3:29])[CH:17]=2)[C@H:10]([CH:34]=O)[CH2:9]1)=O)(C)(C)C.[CH2:36]([NH2:38])[CH3:37].CO.[BH4-].[Na+]>O.CC#N.CC#N.O.C(Cl)Cl.CO>[CH2:36]([NH:38][CH2:34][C@@H:10]1[CH2:9][NH:8][CH2:12][C@H:11]1[CH2:13][N:14]([CH:31]([CH3:33])[CH3:32])[C:15](=[O:30])[C:16]1[CH:21]=[CH:20][C:19]([O:22][CH3:23])=[C:18]([O:24][CH2:25][CH2:26][CH2:27][O:28][CH3:29])[CH:17]=1)[CH3:37] |f:3.4,7.8,9.10|. Procedure: The title compound is prepared from (3S*,4R*)-3-formyl-4-({isopropyl-[4-methoxy-3-(3-methoxy-propoxy)-benzoyl]-amino}-methyl)-pyrrolidine-1-carboxylic acid tert-butyl ester (0.75 g, 1.52 mmol), 2N solution of ethylamine in MeOH (3.805 mL, 7.61 mmol) and NaBH4 (0.115 g, 3.04 mmol) and purification by flash chromatography on silica gel (CH2Cl2/MeOH 96:4, then CH2Cl2/MeOH (10% NH3 conc.) gradient from 9:1 to 8:2) to give a colorless oil. MS: 522.4 [M+H]+. tR (HPLC, Nucleosil C18HD column, 5-100% CH... Reactants: C(C1=CC=CC=C1)N1C(SC(C1=O)=C1SC2=C(N1C)C=C(C=C2)O)=NC=2C=C(C#N)C=CC2NCC (3-[3-benzyl-5-(5-hydroxy-3-methyl-3H-benzothiazol-2-ylidene)-4-oxothiazolidi n-2-ylideneamino]-4-(ethylamino)benzonitrile), BrCCBr (1,2-dibromoethane), C(=O)([O-])[O-].[K+].[K+] (K2CO3), CN(C)C=O (DMF). Reaction conditions: temperature 60 celsius, time 8 hour. The product is C(C1=CC=CC=C1)N1C(SC(C1=O)=C1SC2=C(N1C)C=C(C=C2)OCCNC)=NC=2C=C(C#N)C=CC2NCC (3-{3-benzyl-5-[3-methyl-5-(2-methylaminoethoxy)-3H-benzothiazol-2-ylidene]-4-oxothiazolidin-2-ylideneamino}-4-ethylaminobenzonitril). RXN SMILES: [CH2:1]([N:8]1[C:12](=[O:13])[C:11](=[C:14]2[N:18]([CH3:19])[C:17]3[CH:20]=[C:21]([OH:24])[CH:22]=[CH:23][C:16]=3[S:15]2)[S:10][C:9]1=[N:25][C:26]1[CH:27]=[C:28]([CH:31]=[CH:32][C:33]=1[NH:34][CH2:35][CH3:36])[C:29]#[N:30])[C:2]1[CH:7]=[CH:6][CH:5]=[CH:4][CH:3]=1.Br[CH2:38][CH2:39]Br.C([O-])([O-])=O.[K+].[K+].[CH3:47][N:48](C=O)C>>[CH2:1]([N:8]1[C:12](=[O:13])[C:11](=[C:14]2[N:18]([CH3:19])[C:17]3[CH:20]=[C:21]([O:24][CH2:38][CH2:39][NH:48][CH3:47])[CH:22]=[CH:23][C:16]=3[S:15]2)[S:10][C:9]1=[N:25][C:26]1[CH:27]=[C:28]([CH:31]=[CH:32][C:33]=1[NH:34][CH2:35][CH3:36])[C:29]#[N:30])[C:2]1[CH:7]=[CH:6][CH:5]=[CH:4][CH:3]=1 |f:2.3.4|. Procedure details: To the product of Example 57 (62 mg, 0.12 mmol) in anhydrous DMF (2 mL) were added 1,2-dibromoethane (100 mL, 10 equiv) and anhydrous K2CO3 (166 mg, 10 equiv). The suspension was shaken overnight at 60° C. in a sealed tube. After cooling, the reaction mixture was concentrated under reduced pressure, diluted with DCM and acetone, and filtered. The filtrate was concentrated to give a residue, which was purified by chromatography on silica gel, eluting with MeOH-DCM (1:19) to give a yellow solid, w... Reactants: C(#CCCCC)C=1SC(=CN1)S(=O)(=O)N (2-(1-hexynyl)-5-thiazole sulfonamide). Reagents/catalysts: [Pd] (palladium/carbon). Solvent: CO (methanol). Run at time 48 hour. The product is C(CCCCC)C=1SC(=CN1)S(=O)(=O)N (2-hexyl-5-thiazole sulfonamide). Isolated yield 80.5%. RXN SMILES: [C:1]([C:7]1[S:8][C:9]([S:12]([NH2:15])(=[O:14])=[O:13])=[CH:10][N:11]=1)#[C:2][CH2:3][CH2:4][CH2:5][CH3:6]>CO.[Pd]>[CH2:1]([C:7]1[S:8][C:9]([S:12]([NH2:15])(=[O:14])=[O:13])=[CH:10][N:11]=1)[CH2:2][CH2:3][CH2:4][CH2:5][CH3:6]. Procedure details: 2-(1-hexynyl)-5-thiazole sulfonamide (0.04 g, 0.16 mmol) was dissolved in 5 mL of methanol. 0.01 g of palladium/carbon was added and the solution purged three times with hydrogen. The reaction was left under 30 psi of hydrogen for 48 hours. The mixture was filtered through celite and the filtrate concentrated. The residue was purified on the chromatatron (eluted with 5:1.5:3.5 CH2Cl2 /Et2O, hexane) to afford 32 mg (80%) of 2-hexyl-5-thiazole sulfonamide. Starting materials: ClCCl, CC(C)(C)OC(=O)NC12CC3CC1CC(CN1C(=O)c4ccccc4C1=O)(C3)C2, O=C(O)C(F)(F)F. Product: NC12CC3CC1CC(CN1C(=O)c4ccccc4C1=O)(C3)C2. As a reaction SMILES: [Cl:37][CH2:38][Cl:39].[O:1]=[C:2]1[N:3]([CH2:12][C:13]23[CH2:14][CH:15]4[CH2:16][CH:17]([CH2:18][C:19]4([NH:21][C:22](=[O:23])[O:24][C:25]([CH3:26])([CH3:27])[CH3:28])[CH2:20]2)[CH2:29]3)[C:4](=[O:11])[c:5]2[cH:6][cH:7][cH:8][cH:9][c:10]21.[OH:30][C:31]([C:32]([F:33])([F:34])[F:35])=[O:36]>>[O:1]=[C:2]1[N:3]([CH2:12][C:13]23[CH2:14][CH:15]4[CH2:16][CH:17]([CH2:18][C:19]4([NH2:21])[CH2:20]2)[CH2:29]3)[C:4](=[O:11])[c:5]2[cH:6][cH:7][cH:8][cH:9][c:10]21. Starting materials: CCOC(=O)N(CC(OC)OC)C(Cc1cccc(OC)c1)c1ccc(OC)c(OCc2ccccc2)c1, CC(C)=O, Cl, O. The product is CCOC(=O)N1C=Cc2cc(OC)c(OCc3ccccc3)cc2C1Cc1cccc(OC)c1. As a reaction SMILES: [CH2:1]([CH3:2])[O:3][C:4]([N:5]([CH2:6][CH:7]([O:8][CH3:9])[O:10][CH3:11])[CH:12]([CH2:13][c:14]1[cH:15][c:16]([O:20][CH3:21])[cH:17][cH:18][cH:19]1)[c:22]1[cH:23][c:24]([O:30][CH2:31][c:32]2[cH:33][cH:34][cH:35][cH:36][cH:37]2)[c:25]([O:28][CH3:29])[cH:26][cH:27]1)=[O:38].[CH3:40][C:41](=[O:42])[CH3:43].[ClH:39].[OH2:44]>>[CH2:1]([CH3:2])[O:3][C:4]([N:5]1[CH:6]=[CH:7][c:27]2[c:22]([cH:23][c:24]([O:30][CH2:31][c:32]3[cH:33][cH:34][cH:35][cH:36][cH:37]3)[c:25]([O:28][CH3:29])[cH:26]2)[CH:12]1[CH2:13][c:14]1[cH:15][c:16]([O:20][CH3:21])[cH:17][cH:18][cH:19]1)=[O:38].